The task is: describe an organic reaction: reactants, conditions, products, and yield. This data is from the Open Reaction Database (ORD), a public repository of structured organic reaction records. Reactants: CCO, CC(=O)O, O=Cc1ccc(C(F)(F)F)cc1, NNC(=O)c1ccc(O)cc1. Product: O=C(NN=Cc1ccc(C(F)(F)F)cc1)c1ccc(O)cc1. RXN SMILES: [CH3:24][CH2:25][OH:26].[CH3:27][C:28](=[O:29])[OH:30].[F:12][C:13]([c:14]1[cH:15][cH:16][c:17]([CH:18]=[O:19])[cH:20][cH:21]1)([F:22])[F:23].[OH:1][c:2]1[cH:3][cH:4][c:5]([C:6](=[O:7])[NH:8][NH2:9])[cH:10][cH:11]1>>[OH:1][c:2]1[cH:3][cH:4][c:5]([C:6](=[O:7])[NH:8][N:9]=[CH:18][c:17]2[cH:16][cH:15][c:14]([C:13]([F:12])([F:22])[F:23])[cH:21][cH:20]2)[cH:10][cH:11]1. Starting materials: CC1=C(C(=O)O)C(c2ccc3ccccc3c2)CC(=O)N1, Nc1ccc2[nH]nc(Cl)c2c1, CN(C)C=O. Product: CC1=C(C(=O)Nc2ccc3[nH]nc(Cl)c3c2)C(c2ccc3ccccc3c2)CC(=O)N1. RXN SMILES: [CH3:1][C:2]1=[C:7]([C:8](=[O:9])[OH:10])[CH:6]([c:11]2[cH:12][c:13]3[cH:14][cH:15][cH:16][cH:17][c:18]3[cH:19][cH:20]2)[CH2:5][C:4](=[O:21])[NH:3]1.[Cl:22][c:23]1[n:24][nH:25][c:26]2[cH:27][cH:28][c:29]([NH2:32])[cH:30][c:31]12.[O:33]=[CH:34][N:35]([CH3:36])[CH3:37]>>[CH3:1][C:2]1=[C:7]([C:8](=[O:9])[NH:32][c:29]2[cH:28][cH:27][c:26]3[nH:25][n:24][c:23]([Cl:22])[c:31]3[cH:30]2)[CH:6]([c:11]2[cH:12][c:13]3[cH:14][cH:15][cH:16][cH:17][c:18]3[cH:19][cH:20]2)[CH2:5][C:4](=[O:21])[NH:3]1. Reactants: C(C)(C)(C)N1N=C(C=C1C1=CC=CC=C1)CCC=O (3-(1-tert-butyl-5-phenyl-1H-pyrazol-3-yl)propanal), [BH-](OC(=O)C)(OC(=O)C)OC(=O)C.[Na+] (NaBH(OAc)3), CC=1C=C(C=CC1C)N1CCNCC1 (1-(3,4-dimethylphenyl)piperazine), CCN(C(C)C)C(C)C (DIPEA). The product is C(C)(C)(C)N1N=C(C=C1C1=CC=CC=C1)CCCN1CCN(CC1)C1=CC(=C(C=C1)C)C (1-(3-(1-tert-butyl-5-phenyl-1H-pyrazol-3-yl)propyl)-4-(3,4-dimethylphenyl)piperazine). RXN SMILES: [C:1]([N:5]1[C:9]([C:10]2[CH:15]=[CH:14][CH:13]=[CH:12][CH:11]=2)=[CH:8][C:7]([CH2:16][CH2:17][CH:18]=O)=[N:6]1)([CH3:4])([CH3:3])[CH3:2].[CH3:20][C:21]1[CH:22]=[C:23]([N:28]2[CH2:33][CH2:32][NH:31][CH2:30][CH2:29]2)[CH:24]=[CH:25][C:26]=1[CH3:27].CCN(C(C)C)C(C)C.[BH-](OC(C)=O)(OC(C)=O)OC(C)=O.[Na+]>>[C:1]([N:5]1[C:9]([C:10]2[CH:15]=[CH:14][CH:13]=[CH:12][CH:11]=2)=[CH:8][C:7]([CH2:16][CH2:17][CH2:18][N:31]2[CH2:32][CH2:33][N:28]([C:23]3[CH:24]=[CH:25][C:26]([CH3:27])=[C:21]([CH3:20])[CH:22]=3)[CH2:29][CH2:30]2)=[N:6]1)([CH3:4])([CH3:3])[CH3:2] |f:3.4|. Procedure details: 62 mg (71%) of target compound was obtained by using a method same as in Example 1 by using 3-(1-tert-butyl-5-phenyl-1H-pyrazol-3-yl)propanal (50 mg, 0.195 mmol), 1-(3,4-dimethylphenyl)piperazine (35.4 mg, 0.186 mmol), DIPEA (49 mL, 0.279 mmol) and NaBH(OAc)3 (118 mg, 0.558 mmol).